Dataset: the Open Reaction Database (ORD), a public repository of structured organic reaction records. Task: describe an organic reaction: reactants, conditions, products, and yield Starting materials: S(=O)(=O)(C(F)(F)F)OS(=O)(=O)C(F)(F)F (Triflic anhydride), C1(=CC=CC=C1)P(C1=CC=CC=C1)(C1=CC=CC=C1)=O (triphenylphosphine oxide), NC1=C(C=CC=C1)NC(=O)C=1N=CN2C1N=NN(C2=O)CC#C (N-(2-aminophenyl)-4-oxo-3-(prop-2-ynyl)-3,4-dihydroimidazo[5,1-d][1,2,3,5]tetrazine-8-carboxamide). Solvent: C(Cl)Cl (DCM), C(Cl)Cl (DCM). Reaction conditions: temperature 0 celsius, time 20 minute. Yields the product N1C(=NC2=C1C=CC=C2)C=2N=CN1C2N=NN(C1=O)CC#C (8-(1H-Benzo[d]imidazol-2-yl)-3-(prop-2-ynyl)imidazo[5,1-d][1,2,3,5]tetrazin-4(3H)-one). Isolated yield 46.6%. RXN SMILES: S(OS(C(F)(F)F)(=O)=O)(C(F)(F)F)(=O)=O.C1(P(=O)(C2C=CC=CC=2)C2C=CC=CC=2)C=CC=CC=1.[NH2:36][C:37]1[CH:42]=[CH:41][CH:40]=[CH:39][C:38]=1[NH:43][C:44]([C:46]1[N:47]=[CH:48][N:49]2[C:54](=[O:55])[N:53]([CH2:56][C:57]#[CH:58])[N:52]=[N:51][C:50]=12)=O>C(Cl)Cl>[NH:43]1[C:38]2[CH:39]=[CH:40][CH:41]=[CH:42][C:37]=2[N:36]=[C:44]1[C:46]1[N:47]=[CH:48][N:49]2[C:54](=[O:55])[N:53]([CH2:56][C:57]#[CH:58])[N:52]=[N:51][C:50]=12. Procedure: Triflic anhydride (82 μL, 0.485 mmol) was added dropwise at 0° C. under nitrogen to a solution of triphenylphosphine oxide (135 mg, 0.485 mmol) in DCM (1.5 mL) and the mixture was stirred at 0° C. for 20 minutes. The resulting solution was then added dropwise at 0° C. under nitrogen to a stirred suspension of N-(2-aminophenyl)-4-oxo-3-(prop-2-ynyl)-3,4-dihydroimidazo[5,1-d][1,2,3,5]tetrazine-8-carboxamide (50 mg, 0.162 mmol) in DCM (1.5 mL). The resulting dark brown mixture was stirred for 3 day...